Task: describe an organic reaction: reactants, conditions, products, and yield. Dataset: the Open Reaction Database (ORD), a public repository of structured organic reaction records The reactants are O1CCOC12CCC(CC2)N2C=1N(C(=C(C2=O)CC2=CC=C(C=C2)C=2C(=CC=CC2)C#N)CCC)N=C(N1)C (4′-{[4-(1,4-dioxaspiro[4.5]dec-8-yl)-2-methyl-5-oxo-7-propyl-4,5-dihydro[1,2,4]triazolo[1,5-a]pyrimidin-6-yl]methyl}biphenyl-2-carbonitrile), Cl (hydrochloric acid), O1CCCC1 (tetrahydrofuran). The solvent is C(C)(=O)OCC (ethyl acetate). Reaction conditions: temperature 70 celsius, time 16 hour. Yields the product CC1=NN2C(N(C(C(=C2CCC)CC2=CC=C(C=C2)C=2C(=CC=CC2)C#N)=O)C2CCC(CC2)=O)=N1 (4′-{[2-methyl-5-oxo-4-(4-oxocyclohexyl)-7-propyl-4,5-dihydro[1,2,4]triazolo[1,5-a]pyrimidin-6-yl]methyl}biphenyl-2-carbonitrile). Yield: 80.9%. RXN SMILES: O1[C:5]2([CH2:10][CH2:9][CH:8]([N:11]3[C:16](=[O:17])[C:15]([CH2:18][C:19]4[CH:24]=[CH:23][C:22]([C:25]5[C:26]([C:31]#[N:32])=[CH:27][CH:28]=[CH:29][CH:30]=5)=[CH:21][CH:20]=4)=[C:14]([CH2:33][CH2:34][CH3:35])[N:13]4[N:36]=[C:37]([CH3:39])[N:38]=[C:12]34)[CH2:7][CH2:6]2)[O:4]CC1.Cl.O1CCCC1>C(OCC)(=O)C>[CH3:39][C:37]1[N:38]=[C:12]2[N:11]([CH:8]3[CH2:7][CH2:6][C:5](=[O:4])[CH2:10][CH2:9]3)[C:16](=[O:17])[C:15]([CH2:18][C:19]3[CH:20]=[CH:21][C:22]([C:25]4[C:26]([C:31]#[N:32])=[CH:27][CH:28]=[CH:29][CH:30]=4)=[CH:23][CH:24]=3)=[C:14]([CH2:33][CH2:34][CH3:35])[N:13]2[N:36]=1. Procedure details: A mixture of 4′-{[4-(1,4-dioxaspiro[4.5]dec-8-yl)-2-methyl-5-oxo-7-propyl-4,5-dihydro[1,2,4]triazolo[1,5-a]pyrimidin-6-yl]methyl}biphenyl-2-carbonitrile (27 g), 6N hydrochloric acid (80 mL) and tetrahydrofuran (160 mL) was stirred at 70° C. for 16 hr. The reaction mixture was diluted with ethyl acetate, washed with saturated brine, and dried over anhydrous magnesium sulfate. The solvent was evaporated under reduced pressure, and the residue was purified by silica gel column chromatography to giv...